This data is from the Open Reaction Database (ORD), a public repository of structured organic reaction records. The task is: describe an organic reaction: reactants, conditions, products, and yield Starting materials: CC(=O)O, CC(C)(C)N(CC1CCC(F)(F)CC1)C(=O)[O-], Cl. Product: Cl, NCC1CCC(F)(F)CC1. RXN SMILES: [C:19]([OH:20])(=[O:21])[CH3:22].[C:1]([N:5]([C:2](=[O:3])[O-:4])[CH2:9][CH:10]1[CH2:11][CH2:12][C:13]([F:16])([F:17])[CH2:14][CH2:15]1)([CH3:6])([CH3:7])[CH3:8].[ClH:18]>>[ClH:18].[NH2:5][CH2:9][CH:10]1[CH2:11][CH2:12][C:13]([F:16])([F:17])[CH2:14][CH2:15]1. The reactants are ClC1=NC2=CC=CC=C2C=C1 (2-chloroquinoline), N1=CC(=CC=C1)OC1COC2=CC=C(C=C2C1O)O (3-(3-pyridyloxy)-4,6-chromandiol). Yields the product N1=CC(=CC=C1)O[C@@H]1COC2=CC=C(C=C2[C@@H]1O)OC1=NC2=CC=CC=C2C=C1 (cis-3-(3-Pyridyloxy)-6-(2-quinolyloxy)-4-chromanol). RXN SMILES: Cl[C:2]1[CH:11]=[CH:10][C:9]2[C:4](=[CH:5][CH:6]=[CH:7][CH:8]=2)[N:3]=1.[N:12]1[CH:17]=[CH:16][CH:15]=[C:14]([O:18][CH:19]2[CH:28]([OH:29])[C:27]3[C:22](=[CH:23][CH:24]=[C:25]([OH:30])[CH:26]=3)[O:21][CH2:20]2)[CH:13]=1>>[N:12]1[CH:17]=[CH:16][CH:15]=[C:14]([O:18][C@H:19]2[C@@H:28]([OH:29])[C:27]3[C:22](=[CH:23][CH:24]=[C:25]([O:30][C:2]4[CH:11]=[CH:10][C:9]5[C:4](=[CH:5][CH:6]=[CH:7][CH:8]=5)[N:3]=4)[CH:26]=3)[O:21][CH2:20]2)[CH:13]=1. Procedure details: By the method of Example 1, 2-chloroquinoline and 3-(3-pyridyloxy)-4,6-chromandiol (EP appln. 312,295) were converted to present title product in like yield; mp 112-114° C.; IR (CHCl3) 3563, 1620, 1603 cm-1. The reactants are C1CCOC1, [Li]CCCC, CCCCCC, O=C(Cl)C(=O)Cl, O=C(O)CC1OC(=C2C(=O)Nc3ccccc32)c2ccccc21, OCCN1CCOCC1. The product is O=C(CC1OC(=C2C(=O)Nc3ccccc32)c2ccccc21)OCCN1CCOCC1. Reaction SMILES: [CH2:44]1[O:45][CH2:46][CH2:47][CH2:48]1.[CH3:24][CH2:25][CH2:26][CH2:27][Li:28].[CH3:49][CH2:50][CH2:51][CH2:52][CH2:53][CH3:54].[Cl:29][C:30]([C:31]([Cl:32])=[O:33])=[O:34].[O:1]=[C:2]1[NH:3][c:4]2[cH:5][cH:6][cH:7][cH:8][c:9]2[C:10]1=[C:11]1[O:12][CH:13]([CH2:20][C:21](=[O:22])[OH:23])[c:14]2[cH:15][cH:16][cH:17][cH:18][c:19]21.[OH:35][CH2:36][CH2:37][N:38]1[CH2:39][CH2:40][O:41][CH2:42][CH2:43]1>>[O:1]=[C:2]1[NH:3][c:4]2[cH:5][cH:6][cH:7][cH:8][c:9]2[C:10]1=[C:11]1[O:12][CH:13]([CH2:20][C:21]([O:22][CH2:36][CH2:37][N:38]2[CH2:39][CH2:40][O:41][CH2:42][CH2:43]2)=[O:23])[c:14]2[cH:15][cH:16][cH:17][cH:18][c:19]21. Starting materials: ClC1=NN2C(C(=CC=C2)NCC=2C(=NC=CC2)N(S(=O)(=O)C)C)=N1 (N-{3-[(2-chloro-[1,2,4]triazolo[1,5-a]pyridin-8-ylamino)-methyl]-pyridin-2-yl}-N-methyl-methanesulfonamide), CN1CCN(CC1)C=1C=C(N)C=CC1 (3-(4-methylpiperazin-1-yl)aniline), C1(CCCCC1)P(C1=C(C=CC=C1)C1=C(C=CC=C1)P(C1CCCCC1)C1CCCCC1)C1CCCCC1 (2,2′-bis-dicyclohexylphosphanyl-biphenyl). Yields the product CN(S(=O)(=O)C)C1=NC=CC=C1CNC=1C=2N(C=CC1)N=C(N2)NC2=CC(=CC=C2)N2CCN(CC2)C (N-Methyl-N-[3-({2-[3-(4-methyl-piperazin-1-yl)-phenylamino]-[1,2,4]triazolo[1,5-a]pyridin-8-ylamino}-methyl)-pyridin-2-yl]-methanesulfonamide), foam. The yield is 35.0%. As a reaction SMILES: Cl[C:2]1[N:24]=[C:5]2[C:6]([NH:10][CH2:11][C:12]3[C:13]([N:18]([CH3:23])[S:19]([CH3:22])(=[O:21])=[O:20])=[N:14][CH:15]=[CH:16][CH:17]=3)=[CH:7][CH:8]=[CH:9][N:4]2[N:3]=1.[CH3:25][N:26]1[CH2:31][CH2:30][N:29]([C:32]2[CH:33]=[C:34]([CH:36]=[CH:37][CH:38]=2)[NH2:35])[CH2:28][CH2:27]1.C1(P(C2CCCCC2)C2C=CC=CC=2C2C=CC=CC=2P(C2CCCCC2)C2CCCCC2)CCCCC1>>[CH3:23][N:18]([C:13]1[C:12]([CH2:11][NH:10][C:6]2[C:5]3[N:4]([N:3]=[C:2]([NH:35][C:34]4[CH:36]=[CH:37][CH:38]=[C:32]([N:29]5[CH2:28][CH2:27][N:26]([CH3:25])[CH2:31][CH2:30]5)[CH:33]=4)[N:24]=3)[CH:9]=[CH:8][CH:7]=2)=[CH:17][CH:16]=[CH:15][N:14]=1)[S:19]([CH3:22])(=[O:21])=[O:20]. Procedure details: N-Methyl-N-[3-({2-[3-(4-methyl-piperazin-1-yl)-phenylamino]-[1,2,4]triazolo[1,5-a]pyridin-8-ylamino}-methyl)-pyridin-2-yl]-methanesulfonamide was prepared from N-{3-[(2-chloro-[1,2,4]triazolo[1,5-a]pyridin-8-ylamino)-methyl]-pyridin-2-yl}-N-methyl-methanesulfonamide (75.0 mg, 0.204 mmol) and 3-(4-methylpiperazin-1-yl)aniline (44.0 mg, 0.230 mmol) with 2,2′-bis-dicyclohexylphosphanyl-biphenyl (25.0 mg, 0.0457 mmol) as the ligand in a manner analogous to Example 2d. Product isolated as a pale yell... Starting materials: ClC1=NC(=NC=C1OCC1CC1)S(=O)(=O)C (4-chloro-5-(cyclopropylmethoxy)-2-methylsulfonylpyrimidine), CN1C(C(=CC(=C1)B1OC(C(O1)(C)C)(C)C)C)=O (1,3-dimethyl-5-(4,4,5,5-tetramethyl-1,3,2-dioxaborolan-2-yl)pyridin-2-one), CS(=O)(=O)N (MeSO2NH2). Product: C1(CC1)COC=1C(=NC(=NC1)NS(=O)(=O)C)C1=CN(C(C(=C1)C)=O)C (N-[5-(cyclopropylmethoxy)-4-(1,5-dimethyl-6-oxopyridin-3-yl)pyrimidin-2-yl]methanesulfonamide). RXN SMILES: Cl[C:2]1[C:7]([O:8][CH2:9][CH:10]2[CH2:12][CH2:11]2)=[CH:6][N:5]=[C:4](S(C)(=O)=O)[N:3]=1.[CH3:17][N:18]1[CH:23]=[C:22](B2OC(C)(C)C(C)(C)O2)[CH:21]=[C:20]([CH3:33])[C:19]1=[O:34].[CH3:35][S:36]([NH2:39])(=[O:38])=[O:37]>>[CH:10]1([CH2:9][O:8][C:7]2[C:2]([C:22]3[CH:21]=[C:20]([CH3:33])[C:19](=[O:34])[N:18]([CH3:17])[CH:23]=3)=[N:3][C:4]([NH:39][S:36]([CH3:35])(=[O:38])=[O:37])=[N:5][CH:6]=2)[CH2:11][CH2:12]1. Procedure details: The title compound of Example 152, step 4 was reacted with 1,3-dimethyl-5-(4,4,5,5-tetramethyl-1,3,2-dioxaborolan-2-yl)pyridin-2-one in a manner similar to Example 152, step 5 and the resulting product was treated with MeSO2NH2 in a manner similar to Example 152, step 6 to give the title compound. 1H NMR (DMSO-d6, 400 MHz) δ 10.97 (s, 1H), 8.67 (s, 1H), 8.42 (s, 1H), 8.14 (s, 1H), 4.03 (d, J=6.4 Hz, 2H), 3.54 (s, 3H), 3.35 (s, 3H), 2.08 (s, 3H), 1.33-1.31 (m, 1H), 0.63-0.61 (m, 2H), 0.38-0.37 (m... Reactants: CO, [H][H], CC(N)c1cccc([N+](=O)[O-])c1. Yields the product CC(N)c1cccc(N)c1. As a reaction SMILES: [CH3:15][OH:16].[H:13][H:14].[N+:1]([O-:2])(=[O:3])[c:4]1[cH:5][c:6]([CH:10]([CH3:11])[NH2:12])[cH:7][cH:8][cH:9]1>>[NH2:1][c:4]1[cH:5][c:6]([CH:10]([CH3:11])[NH2:12])[cH:7][cH:8][cH:9]1. Reactants: CCCc1nc(CC)c(C(=O)OC)n1Cc1ccc(-c2ccccc2N([SH](=O)=O)C(C)(C)C)cc1F, C1CCOC1, CO, [Na+], [OH-], O. Yields the product CCCc1nc(CC)c(C(=O)O)n1Cc1ccc(-c2ccccc2N([SH](=O)=O)C(C)(C)C)cc1F. Reaction SMILES: [C:1]([CH3:2])([CH3:3])([CH3:4])[N:5]([SH:6](=[O:7])=[O:8])[c:9]1[c:10](-[c:15]2[cH:16][c:17]([F:36])[c:18]([CH2:21][n:22]3[c:23]([CH2:33][CH2:34][CH3:35])[n:24][c:25]([CH2:31][CH3:32])[c:26]3[C:27](=[O:28])[O:29][CH3:30])[cH:19][cH:20]2)[cH:11][cH:12][cH:13][cH:14]1.[CH2:39]1[O:40][CH2:41][CH2:42][CH2:43]1.[CH3:44][OH:45].[Na+:38].[OH-:37].[OH2:46]>>[C:1]([CH3:2])([CH3:3])([CH3:4])[N:5]([SH:6](=[O:7])=[O:8])[c:9]1[c:10](-[c:15]2[cH:16][c:17]([F:36])[c:18]([CH2:21][n:22]3[c:23]([CH2:33][CH2:34][CH3:35])[n:24][c:25]([CH2:31][CH3:32])[c:26]3[C:27](=[O:28])[OH:29])[cH:19][cH:20]2)[cH:11][cH:12][cH:13][cH:14]1.